describe an organic reaction: reactants, conditions, products, and yield From a dataset of the Open Reaction Database (ORD), a public repository of structured organic reaction records. Starting materials: CC(C)(O)c1ccc(Br)nc1, [Li]CCCC, O=C1CCC2(CC1)OCCO2, C1CCOC1. As a reaction SMILES: [Br:1][c:2]1[cH:3][cH:4][c:5]([C:8]([CH3:9])([CH3:10])[OH:11])[cH:6][n:7]1.[CH2:12]([Li:13])[CH2:14][CH2:15][CH3:16].[CH2:17]1[CH2:18][O:19][C:20]2([CH2:21][CH2:22][C:23](=[O:26])[CH2:24][CH2:25]2)[O:27]1.[CH2:28]1[O:29][CH2:30][CH2:31][CH2:32]1>>[c:2]1([C:23]2([OH:26])[CH2:22][CH2:21][C:20]3([O:19][CH2:18][CH2:17][O:27]3)[CH2:25][CH2:24]2)[cH:3][cH:4][c:5]([C:8]([CH3:9])([CH3:10])[OH:11])[cH:6][n:7]1. Yields the product CC(C)(O)c1ccc(C2(O)CCC3(CC2)OCCO3)nc1. The reactants are CO, [Li+], [OH-], O, O, CCOC(=O)CC1CCCc2c1cnn2-c1ccccc1. The product is O=C(O)CC1CCCc2c1cnn2-c1ccccc1. RXN SMILES: [CH3:26][OH:27].[Li+:2].[OH-:1].[OH2:25].[OH2:3].[c:4]1(-[n:10]2[n:11][cH:12][c:13]3[c:18]2[CH2:17][CH2:16][CH2:15][CH:14]3[CH2:19][C:20](=[O:21])[O:22][CH2:23][CH3:24])[cH:5][cH:6][cH:7][cH:8][cH:9]1>>[c:4]1(-[n:10]2[n:11][cH:12][c:13]3[c:18]2[CH2:17][CH2:16][CH2:15][CH:14]3[CH2:19][C:20](=[O:21])[OH:22])[cH:5][cH:6][cH:7][cH:8][cH:9]1. Reactants: C(C)(=O)OCC.Cl (hydrogen chloride-ethyl acetate), N1=CC(=CC=C1)CN1CCNCC1 (1-(pyridin-3-ylmethyl)piperazine), CCN(C(C)C)C(C)C (DIPEA), CN(C)C(=[N+](C)C)ON1C2=C(C=CC=C2)N=N1.[B-](F)(F)(F)F (TBTU), C(O)([O-])=O.[Na+] (sodium hydrogen carbonate), CC=1C(=CC=2C3=C(C(NC2C1)=O)C=NN3C3CCOCC3)C(=O)O (7-methyl-4-oxo-1-(tetrahydro-2H-pyran-4-yl)-4,5-dihydro-1H-pyrazolo[4,3-c]quinoline-8-carboxylic acid). The solvent is CO (methanol), CN(C)C=O (DMF). Reaction conditions: time 8 hour. Yields the product Cl.Cl.CC=1C(=CC=2C3=C(C(NC2C1)=O)C=NN3C3CCOCC3)C(=O)N3CCN(CC3)CC=3C=NC=CC3 (7-methyl-8-{[4-(pyridin-3-ylmethyl)piperazin-1-yl]carbonyl}-1-(tetrahydro-2H-pyran-4-yl)-1,5-dihydro-4H-pyrazolo[4,3-c]quinolin-4-one dihydrochloride). Reaction SMILES: [CH3:1][C:2]1[C:3]([C:22]([OH:24])=O)=[CH:4][C:5]2[C:6]3[N:15]([CH:16]4[CH2:21][CH2:20][O:19][CH2:18][CH2:17]4)[N:14]=[CH:13][C:7]=3[C:8](=[O:12])[NH:9][C:10]=2[CH:11]=1.[N:25]1[CH:30]=[CH:29][CH:28]=[C:27]([CH2:31][N:32]2[CH2:37][CH2:36][NH:35][CH2:34][CH2:33]2)[CH:26]=1.CCN(C(C)C)C(C)C.CN(C(ON1N=NC2C=CC=CC1=2)=[N+](C)C)C.[B-](F)(F)(F)F.C(=O)([O-])O.[Na+].C(OCC)(=O)C.[ClH:80]>CO.CN(C=O)C>[ClH:80].[ClH:80].[CH3:1][C:2]1[C:3]([C:22]([N:35]2[CH2:36][CH2:37][N:32]([CH2:31][C:27]3[CH:26]=[N:25][CH:30]=[CH:29][CH:28]=3)[CH2:33][CH2:34]2)=[O:24])=[CH:4][C:5]2[C:6]3[N:15]([CH:16]4[CH2:21][CH2:20][O:19][CH2:18][CH2:17]4)[N:14]=[CH:13][C:7]=3[C:8](=[O:12])[NH:9][C:10]=2[CH:11]=1 |f:3.4,5.6,7.8,11.12.13|. Reported procedure: To a mixture of 120 mg of 7-methyl-4-oxo-1-(tetrahydro-2H-pyran-4-yl)-4,5-dihydro-1H-pyrazolo[4,3-c]quinoline-8-carboxylic acid and 2.4 mL of DMF were added 130 mg of 1-(pyridin-3-ylmethyl)piperazine, 0.19 mL of DIPEA, and 177 mg of TBTU, followed by stirring at room temperature overnight. The reaction mixture was ice-cooled and poured into a saturated aqueous sodium hydrogen carbonate solution, followed by extraction with ethyl acetate. The organic layer was washed with saturated brine and drie...